Dataset: the Open Reaction Database (ORD), a public repository of structured organic reaction records. Task: describe an organic reaction: reactants, conditions, products, and yield The reactants are [BH3-]C#N, CO, CCOC(C)=O, CC(=O)O, COC(=O)c1ccc(C=O)cc1, NCCNc1nc(Cl)nc2c1ncn2C1CCCC1, [Na+]. Product: COC(=O)c1ccc(CNCCNc2nc(Cl)nc3c2ncn3C2CCCC2)cc1. Reaction SMILES: [C:34]([BH3-:35])#[N:36].[CH3:20][OH:21].[CH3:38][CH2:39][O:40][C:41]([CH3:42])=[O:43].[CH3:44][C:45](=[O:46])[OH:47].[CH:22](=[O:23])[c:24]1[cH:25][cH:26][c:27]([C:28](=[O:29])[O:30][CH3:31])[cH:32][cH:33]1.[NH2:1][CH2:2][CH2:3][NH:4][c:5]1[c:6]2[n:7][cH:8][n:9]([CH:15]3[CH2:16][CH2:17][CH2:18][CH2:19]3)[c:10]2[n:11][c:12]([Cl:14])[n:13]1.[Na+:37]>>[NH:1]([CH2:2][CH2:3][NH:4][c:5]1[c:6]2[n:7][cH:8][n:9]([CH:15]3[CH2:16][CH2:17][CH2:18][CH2:19]3)[c:10]2[n:11][c:12]([Cl:14])[n:13]1)[CH2:22][c:24]1[cH:25][cH:26][c:27]([C:28](=[O:29])[O:30][CH3:31])[cH:32][cH:33]1. Starting materials: [BH4-], CCOCC, CCO, [Na+], O=P([O-])([O-])[O-], O=C1CCC2(CC1)OCCO2. The product is OC1CCC2(CC1)OCCO2. RXN SMILES: [BH4-:12].[CH3:19][CH2:20][O:21][CH2:22][CH3:23].[CH3:24][CH2:25][OH:26].[Na+:13].[O-:14][P:15](=[O:16])([O-:17])[O-:18].[O:1]1[CH2:2][CH2:3][O:4][C:5]12[CH2:6][CH2:7][C:8](=[O:11])[CH2:9][CH2:10]2>>[O:1]1[CH2:2][CH2:3][O:4][C:5]12[CH2:6][CH2:7][CH:8]([OH:11])[CH2:9][CH2:10]2. Reactants: ClC1=CC=CC=2N1C=CN2 (5-chloroimidazo[1,2-a]pyridine), S.[K] (potassium hydrogen sulfide), Cl (hydrochloric acid). The product is SC1=CC=CC=2N1C=CN2 (5-Mercaptoimidazol[1,2-a]pyridine). Reaction SMILES: Cl[C:2]1[N:7]2[CH:8]=[CH:9][N:10]=[C:6]2[CH:5]=[CH:4][CH:3]=1.[SH2:11].[K].Cl>>[SH:11][C:2]1[N:7]2[CH:8]=[CH:9][N:10]=[C:6]2[CH:5]=[CH:4][CH:3]=1 |f:1.2,^1:11|. Reported procedure: A mixture of 2.5 g of 5-chloroimidazo[1,2-a]pyridine and 30 ml of 2N-potassium hydrogen sulfide solution is stirred at room temperature for 6 hours and then at 80° C. for 3 days. The pH of the reaction mixture is adjusted to 2 with concentrated hydrochloric acid. The reaction mixture is extracted twice with 200 ml of ethyl acetate, and dried over magnesium sulfate, followed by evaporation of the solvent under reduced pressure, and the resulting powder is collected by filtration. Yield:33%. Conditions: time 6 hour. Yield: 33.0%.